Dataset: the Open Reaction Database (ORD), a public repository of structured organic reaction records. Task: describe an organic reaction: reactants, conditions, products, and yield Starting materials: C=C(Br)CC, O=C([O-])[O-], CCC(C)=O, Oc1cccc(C(F)(F)F)c1, [K+], [K+], O. Yields the product CC=CCOc1cccc(C(F)(F)F)c1. RXN SMILES: [Br:18][C:19](=[CH2:20])[CH2:21][CH3:22].[C:1](=[O:2])([O-:3])[O-:4].[CH3:24][C:25](=[O:26])[CH2:27][CH3:28].[F:7][C:8]([c:9]1[cH:10][c:11]([OH:15])[cH:12][cH:13][cH:14]1)([F:16])[F:17].[K+:5].[K+:6].[OH2:23]>>[F:7][C:8]([c:9]1[cH:10][c:11]([O:15][CH2:20][CH:19]=[CH:21][CH3:22])[cH:12][cH:13][cH:14]1)([F:16])[F:17]. Reactants: COC1CCC(N(C(=O)Nc2ncc(SCC(=O)O)s2)C2CCCC2)CC1, CCCOC1CCC(NC2CCCCC2)CC1. The product is CCCOC1CCC(N(C(=O)Nc2ncc(SCC(=O)O)s2)C2CCCCC2)CC1. As a reaction SMILES: [CH:1]1([N:2]([CH:3]2[CH2:4][CH2:5][CH:6]([O:20][CH3:21])[CH2:22][CH2:23]2)[C:7]([NH:8][c:9]2[s:10][c:11]([S:14][CH2:15][C:16](=[O:17])[OH:18])[cH:12][n:13]2)=[O:19])[CH2:24][CH2:25][CH2:26][CH2:27]1.[CH:28]1([NH:34][CH:35]2[CH2:36][CH2:37][CH:38]([O:41][CH2:42][CH2:43][CH3:44])[CH2:39][CH2:40]2)[CH2:29][CH2:30][CH2:31][CH2:32][CH2:33]1>>[C:7]([NH:8][c:9]1[s:10][c:11]([S:14][CH2:15][C:16](=[O:17])[OH:18])[cH:12][n:13]1)(=[O:19])[N:34]([CH:28]1[CH2:29][CH2:30][CH2:31][CH2:32][CH2:33]1)[CH:35]1[CH2:36][CH2:37][CH:38]([O:41][CH2:42][CH2:43][CH3:44])[CH2:39][CH2:40]1.